From a dataset of the Open Reaction Database (ORD), a public repository of structured organic reaction records. describe an organic reaction: reactants, conditions, products, and yield The reactants are N1(CCCC1)CN1N=CC=C1 (1-(1-pyrrolidinomethyl)-pyrazole), C(C)(C)(C)C=1C=C(C(=O)N)C=C(C1OCOCCOC)C(C)(C)C (3,5-di-tert-butyl-4[(2-methoxyethoxy) methoxy] -benzamide), ice, C(CCC)[Li] (n-butyllithium). The solvent is C1CCOC1 (THF), C1CCOC1 (THF). The product is CC(C)(C)C=1C=C(C=C(C1O)C(C)(C)C)C(=O)C1=NNC=C1 ([3,5-Bis(1,1-dimethylethyl)-4-hydroxyphenyl]-1H-pyrazol-3-yl methanone). As a reaction SMILES: N1(C[N:7]2[CH:11]=[CH:10][CH:9]=[N:8]2)CCCC1.C([Li])CCC.[C:17]([C:21]1[CH:22]=[C:23]([CH:27]=[C:28]([C:37]([CH3:40])([CH3:39])[CH3:38])[C:29]=1[O:30]COCCOC)[C:24](N)=[O:25])([CH3:20])([CH3:19])[CH3:18]>C1COCC1>[CH3:40][C:37]([C:28]1[CH:27]=[C:23]([C:24]([C:11]2[CH:10]=[CH:9][NH:8][N:7]=2)=[O:25])[CH:22]=[C:21]([C:17]([CH3:20])([CH3:19])[CH3:18])[C:29]=1[OH:30])([CH3:38])[CH3:39]. Procedure: To a solution of 1-(1-pyrrolidinomethyl)-pyrazole (Katrikzky, A. R.; Rewcastle, G. W.; Fan, W-Q., J. Org. Chem., 1988, 53, 5688) (3.32 g, 0.022 mole) in THF (75 mL) at -70° C. is added 1.6M n-butyllithium (14 mL) over a 20-minute period. After stirring at that temperature 1.5 hours a solution of N-methoxy-N-methyl-[3,5-di-tert-butyl-4[(2-methoxyethoxy) methoxy] -benzamide (Example 6) (7.62 g, 0.02 mole) in THF (75 mL) is added over a 30-minute period. The reaction mixture is allowed in warm to r... The reactants are C(C1=CC=CC=C1)C1N(C(OC1)=O)C(CC=1C=C(C=C(C1)OCC1=CC=CC=C1)C1=CC=C(C=C1)C(F)(F)F)=O (4-benzyl-3-[2-(5-benzyloxy-4′-trifluoromethyl-biphenyl-3-yl)-acetyl]-oxazolidin-2-one), C[Si]([N-][Si](C)(C)C)(C)C.[Na+] (sodium hexamethyl disilazide), BrCC(=C)C (3-bromo-2-methyl propene). Run in C1CCOC1 (THF). Conditions: temperature -78 celsius, time 30 minute. The product is C(C1=CC=CC=C1)C1N(C(OC1)=O)C(C(CC(=C)C)C=1C=C(C=C(C1)OCC1=CC=CC=C1)C1=CC=C(C=C1)C(F)(F)F)=O (4-benzyl-3-[2-(5-benzyloxy-4′-trifluoromethyl-biphenyl-3-yl)-4-methyl-pent-4-enoyl]-oxazolidin-2-one). Yield: 95.5%. RXN SMILES: [CH2:1]([CH:8]1[CH2:12][O:11][C:10](=[O:13])[N:9]1[C:14](=[O:40])[CH2:15][C:16]1[CH:17]=[C:18]([C:30]2[CH:35]=[CH:34][C:33]([C:36]([F:39])([F:38])[F:37])=[CH:32][CH:31]=2)[CH:19]=[C:20]([O:22][CH2:23][C:24]2[CH:29]=[CH:28][CH:27]=[CH:26][CH:25]=2)[CH:21]=1)[C:2]1[CH:7]=[CH:6][CH:5]=[CH:4][CH:3]=1.C[Si](C)(C)[N-][Si](C)(C)C.[Na+].Br[CH2:52][C:53]([CH3:55])=[CH2:54]>C1COCC1>[CH2:1]([CH:8]1[CH2:12][O:11][C:10](=[O:13])[N:9]1[C:14](=[O:40])[CH:15]([C:16]1[CH:17]=[C:18]([C:30]2[CH:31]=[CH:32][C:33]([C:36]([F:38])([F:39])[F:37])=[CH:34][CH:35]=2)[CH:19]=[C:20]([O:22][CH2:23][C:24]2[CH:29]=[CH:28][CH:27]=[CH:26][CH:25]=2)[CH:21]=1)[CH2:54][C:53]([CH3:55])=[CH2:52])[C:2]1[CH:3]=[CH:4][CH:5]=[CH:6][CH:7]=1 |f:1.2|. Reported procedure: To a colorless solution of 4-benzyl-3-[2-(5-benzyloxy-4′-trifluoromethyl-biphenyl-3-yl)-acetyl]-oxazolidin-2-one (6.0 g, 11.00 mmol) in dry THF (22 mL) at −78° C. was added sodium hexamethyl disilazide (NaHMDS) (1 M in THF solution, 12.11 mL, 12.11 mmol), drop-wise, maintaining the internal temperature below −75° C. The resulting red solution was stirred at −78° C. for 30 minutes. To this was added 3-bromo-2-methyl propene (4.44 mL, 44 mmol) maintaining the temperature below −75° C. When the add... Reactants: CC1CCC2(OC1)OC1CC3C4CCC5CC(=O)C=CC5(C)C4CCC3(C)C1C2C, CCOC(C)=O, CO, [Na+], C1CCOC1, [OH-], OO. Yields the product CC1CCC2(OC1)OC1CC3C4CCC5CC(=O)C6OC6C5(C)C4CCC3(C)C1C2C. RXN SMILES: [CH3:1][CH:2]1[CH:3]2[CH:4]([CH2:5][CH:6]3[CH:7]4[CH2:8][CH2:9][CH:10]5[CH2:11][C:12](=[O:22])[CH:13]=[CH:14][C:15]5([CH3:16])[CH:17]4[CH2:18][CH2:19][C:20]23[CH3:21])[O:23][C:24]12[CH2:25][CH2:26][CH:27]([CH3:28])[CH2:29][O:30]2.[CH3:40][CH2:41][O:42][C:43](=[O:44])[CH3:45].[CH3:46][OH:47].[Na+:37].[O:31]1[CH2:32][CH2:33][CH2:34][CH2:35]1.[OH-:36].[OH:38][OH:39]>>[CH3:1][CH:2]1[CH:3]2[CH:4]([CH2:5][CH:6]3[CH:7]4[CH2:8][CH2:9][CH:10]5[CH2:11][C:12](=[O:22])[CH:13]6[CH:14]([C:15]5([CH3:16])[CH:17]4[CH2:18][CH2:19][C:20]23[CH3:21])[O:31]6)[O:23][C:24]12[CH2:25][CH2:26][CH:27]([CH3:28])[CH2:29][O:30]2.